From a dataset of the Open Reaction Database (ORD), a public repository of structured organic reaction records. describe an organic reaction: reactants, conditions, products, and yield The reactants are Brc1c[nH]c2ncccc12, [H-], [Na+], CN(C)C=O, O=S(=O)(Cl)c1ccccc1. Product: O=S(=O)(c1ccccc1)n1cc(Br)c2cccnc21. Reaction SMILES: [Br:1][c:2]1[cH:3][nH:4][c:5]2[n:6][cH:7][cH:8][cH:9][c:10]12.[H-:11].[Na+:12].[O:23]=[CH:24][N:25]([CH3:26])[CH3:27].[c:13]1([S:19](=[O:20])(=[O:21])[Cl:22])[cH:14][cH:15][cH:16][cH:17][cH:18]1>>[Br:1][c:2]1[cH:3][n:4]([S:19]([c:13]2[cH:14][cH:15][cH:16][cH:17][cH:18]2)(=[O:20])=[O:21])[c:5]2[n:6][cH:7][cH:8][cH:9][c:10]12. RXN SMILES: [BH4-:38].[CH3:1][C:2]([C:3]([CH2:4][O:5][c:6]1[c:7]([CH3:34])[cH:8][c:9]([C:12]([CH2:13][CH3:14])([CH2:15][CH3:16])[c:17]2[cH:18][cH:19][c:20]3[c:21]([c:22]([CH3:32])[c:23]([C:25](=[O:26])[NH:27][CH2:28][C:29](=[O:30])[OH:31])[o:24]3)[cH:33]2)[cH:10][cH:11]1)=[O:35])([CH3:36])[CH3:37].[Na+:39]>>[CH3:1][C:2]([CH:3]([CH2:4][O:5][c:6]1[c:7]([CH3:34])[cH:8][c:9]([C:12]([CH2:13][CH3:14])([CH2:15][CH3:16])[c:17]2[cH:18][cH:19][c:20]3[c:21]([c:22]([CH3:32])[c:23]([C:25](=[O:26])[NH:27][CH2:28][C:29](=[O:30])[OH:31])[o:24]3)[cH:33]2)[cH:10][cH:11]1)[OH:35])([CH3:36])[CH3:37]. Product: CCC(CC)(c1ccc(OCC(O)C(C)(C)C)c(C)c1)c1ccc2oc(C(=O)NCC(=O)O)c(C)c2c1. Reactants: [BH4-], CCC(CC)(c1ccc(OCC(=O)C(C)(C)C)c(C)c1)c1ccc2oc(C(=O)NCC(=O)O)c(C)c2c1, [Na+]. Starting materials: Cl.ClCC1=C(N=CN1)C (5-(chloromethyl)-4-methyl-1H-imidazole monohydrochloride), O1C(=CC=C1)CN1C(=NC2=C1C=CC=C2)NC2CCNCC2 (1-(2-furanylmethyl)-N-(4-piperidinyl)-1H-benzimidazol-2-amine), C([O-])([O-])=O.[Na+].[Na+] (sodium carbonate). Run in CN(C=O)C (N,N-dimethylformamide). Run at temperature 70 celsius. Product: O1C(=CC=C1)CN1C(=NC2=C1C=CC=C2)NC2CCN(CC2)CC2=C(N=CN2)C (1-(2-furanylmethyl)-N-[1-[(4-methyl-1H-imidazol-5-yl)methyl]-4-piperidinyl]-1H-benzimidazol-2-amine). Isolated yield 60.2%. As a reaction SMILES: Cl.Cl[CH2:3][C:4]1[NH:8][CH:7]=[N:6][C:5]=1[CH3:9].[O:10]1[CH:14]=[CH:13][CH:12]=[C:11]1[CH2:15][N:16]1[C:20]2[CH:21]=[CH:22][CH:23]=[CH:24][C:19]=2[N:18]=[C:17]1[NH:25][CH:26]1[CH2:31][CH2:30][NH:29][CH2:28][CH2:27]1.C(=O)([O-])[O-].[Na+].[Na+]>CN(C)C=O>[O:10]1[CH:14]=[CH:13][CH:12]=[C:11]1[CH2:15][N:16]1[C:20]2[CH:21]=[CH:22][CH:23]=[CH:24][C:19]=2[N:18]=[C:17]1[NH:25][CH:26]1[CH2:27][CH2:28][N:29]([CH2:3][C:4]2[NH:8][CH:7]=[N:6][C:5]=2[CH3:9])[CH2:30][CH2:31]1 |f:0.1,3.4.5|. Procedure: A mixture of 3.4 parts of 5-(chloromethyl)-4-methyl-1H-imidazole monohydrochloride, 6 parts of 1-(2-furanylmethyl)-N-(4-piperidinyl)-1H-benzimidazol-2-amine, 4.25 parts of sodium carbonate and 135 parts of N,N-dimethylformamide was stirred and heated for 3 hours at 70° C. The reaction mixture was poured onto water and the product was extracted with trichloromethane. The extract was dried, filtered and evaporated. The residue was crystallized from a mixture of acetonitrile and methanol, yielding ... As a reaction SMILES: [CH3:1][C:2]([C:4]1[CH:9]=[CH:8][CH:7]=[C:6]([Br:10])[CH:5]=1)=O.[CH3:11][NH:12][CH3:13].C(O)(=O)C.C([BH3-])#N.[Na+]>C(O)C>[Br:10][C:6]1[CH:5]=[C:4]([CH:2]([CH3:1])[N:12]([CH3:13])[CH3:11])[CH:9]=[CH:8][CH:7]=1 |f:3.4|. Procedure: 60 g (0.30 mols) of 3-bromoacetophenone are dissolved in 800 ml of ethanol and mixed with 250 ml of dimethylamine. The pH of the solution is adjusted to 6.5 with acetic acid. The reaction mixture is then cooled to 0° and mixed with 19 g of sodium cyanoborohydride. After stirring for 2 days at room temperature, the reaction mixture is concentrated. The residue is mixed with 800 ml of water and acidified. The solution is then extracted twice with 400 ml of ether, the aqueous phase is rendered basi... The reactants are C(#N)[BH3-].[Na+] (sodium cyanoborohydride), CC(=O)C1=CC(=CC=C1)Br (3-bromoacetophenone), C(C)(=O)O (acetic acid), CNC (dimethylamine). Conditions: time 2 day. Run in C(C)O (ethanol). Product: BrC=1C=C(C=CC1)C(N(C)C)C (3-bromo-N,N,α-trimethylbenzenemethanamine). Starting materials: [N+](=O)([O-])C=1C=C(C=O)C=CC1 (m-nitro-benzaldehyde), [N+](=O)([O-])CC (nitroethane), C(C1=CC=CC=C1)(=O)O (benzoic acid), N1CCCCC1 (piperidine). Reagents/catalysts: [Ni] (Raney nickel). Run in C1(=CC=CC=C1)C (toluene), N1=CC=CC=C1 (pyridine), CO (methanol). Yields the product [N+](=O)([O-])C=1C=C(C=CC1)CC(C)[N+](=O)[O-] (1-(m-Nitro-phenyl)-2-nitro-propane), C (charcoal), N (ammonia), NC=1C=C(C=CC1)CC(C)N (1-(m-amino-phenyl)-2-amino-propane). RXN SMILES: [N+:1]([C:4]1[CH:5]=[C:6]([CH:9]=[CH:10][CH:11]=1)[CH:7]=O)([O-:3])=[O:2].[N+:12]([CH2:15][CH3:16])([O-:14])=[O:13].[C:17](O)(=O)C1C=CC=CC=1.[NH:26]1CCC[CH2:28][CH2:27]1>C1(C)C=CC=CC=1.N1C=CC=CC=1.[Ni].CO>[N+:1]([C:4]1[CH:5]=[C:6]([CH2:7][CH:15]([N+:12]([O-:14])=[O:13])[CH3:16])[CH:9]=[CH:10][CH:11]=1)([O-:3])=[O:2].[CH4:17].[NH3:26].[NH2:1][C:4]1[CH:5]=[C:6]([CH2:7][CH:27]([NH2:26])[CH3:28])[CH:9]=[CH:10][CH:11]=1. Procedure: 1-(m-Nitro-phenyl)-2-nitro-propane (m.p. 56°-58° C.) was prepared by refluxing m-nitro-benzaldehyde and nitroethane in toluene in the presence of benzoic acid and piperidine for 5 hours. The product was then hydrogenated, first in the presence of palladized charcoal in pyridine at 5 atmospheres and room temperature and then in the presence of Raney nickel and ammonia in methanol at 5 atmospheres and 40° C., to form 1-(m-amino-phenyl)-2-amino-propane (b.p. 120°-141° C. at 0.1 mm Hg; m.p. 78°-79° ... Starting materials: CC1=CC=C(C=C1)S(=O)(=O)OCN1C(N=C(N=C1)N1CCN(CC1)C1=CC=C(C=C1)F)=O ({4-[4-(4-fluorophenyl)piperazin-1-yl]-2-oxo-1,3,5-triazin-1(2H)-yl}methyl 4-methylbenzenesulfonate), N12CCCCCC2=NCCC1 (1,8-diazabicyclo[5.4.0]undeca-7-ene), N1N=CC2=CC=CC=C12 (1H-indazole), resultant mixture. The solvent is ClCCl (dichloromethane). Yields the product N=1N(C=C2C=CC=CC12)CN1C(N=C(N=C1)N1CCN(CC1)C1=CC=C(C=C1)F)=O (1-[(2H-Indazol-2-yl)methyl]-4-[4-(4-fluorophenyl)piperazin-1-yl]-1,3,5-triazin-2(1H)-one). The yield is 5.8%. Reaction SMILES: CC1C=CC(S(O[CH2:12][N:13]2[CH:18]=[N:17][C:16]([N:19]3[CH2:24][CH2:23][N:22]([C:25]4[CH:30]=[CH:29][C:28]([F:31])=[CH:27][CH:26]=4)[CH2:21][CH2:20]3)=[N:15][C:14]2=[O:32])(=O)=O)=CC=1.N12CCCN=C1CCCCC2.[NH:44]1[C:52]2[C:47](=[CH:48][CH:49]=[CH:50][CH:51]=2)[CH:46]=[N:45]1>ClCCl>[N:44]1[N:45]([CH2:12][N:13]2[CH:18]=[N:17][C:16]([N:19]3[CH2:24][CH2:23][N:22]([C:25]4[CH:30]=[CH:29][C:28]([F:31])=[CH:27][CH:26]=4)[CH2:21][CH2:20]3)=[N:15][C:14]2=[O:32])[CH:46]=[C:47]2[C:52]=1[CH:51]=[CH:50][CH:49]=[CH:48]2. Procedure details: To a dichloromethane solution of {4-[4-(4-fluorophenyl)piperazin-1-yl]-2-oxo-1,3,5-triazin-1(2H)-yl}methyl 4-methylbenzenesulfonate (165 mg, 0.36 mmol) synthesized in Reference Synthesis Example 4, 1,8-diazabicyclo[5.4.0]undeca-7-ene (65 μL, 0.44 mmol) and 1H-indazole (43 mg, 0.40 mmol) were added at room temperature and the resultant mixture was stirred at room temperature for 30 minutes. After the completion of the reaction, the reaction solution was concentrated under reduced pressure and the...